From a dataset of the Open Reaction Database (ORD), a public repository of structured organic reaction records. describe an organic reaction: reactants, conditions, products, and yield The product is NC(=O)c1ccc2c(c1)C(=O)C1(CC1)O2. Reaction SMILES: [C:1](#[N:2])[c:3]1[cH:4][c:5]2[c:6]([cH:13][cH:14]1)[O:7][C:8]1([C:9]2=[O:10])[CH2:11][CH2:12]1.[CH3:20][CH2:21][OH:22].[ClH:19].[Na+:18].[OH-:17].[OH:15][OH:16]>>[C:1]([NH2:2])([c:3]1[cH:4][c:5]2[c:6]([cH:13][cH:14]1)[O:7][C:8]1([C:9]2=[O:10])[CH2:11][CH2:12]1)=[O:15]. The reactants are N#Cc1ccc2c(c1)C(=O)C1(CC1)O2, CCO, Cl, [Na+], [OH-], OO.